Dataset: the Open Reaction Database (ORD), a public repository of structured organic reaction records. Task: describe an organic reaction: reactants, conditions, products, and yield Reactants: C(C)OC(C1=CC(=CC(=C1)SC1=C(NC2=CC(=CC=C12)Cl)C)Br)=O (3-Bromo-5-(6-chloro-2-methyl-1H-indol-3-ylsulfanyl)-benzoic acid ethyl ester), BrC=1C=NN(C1)CC (4-bromo-1-ethylpyrazole). Yields the product C(C)OC(C1=CC(=CC(=C1)SC1=C(N(C2=CC(=CC=C12)Cl)C=1C=NN(C1)CC)C)Br)=O (3-Bromo-5-[6-chloro-1-(1-ethyl-1H-pyrazol-4-yl)-2-methyl-1H-indol-3-ylsulfanyl]-benzoic acid ethyl ester). As a reaction SMILES: [CH2:1]([O:3][C:4](=[O:24])[C:5]1[CH:10]=[C:9]([S:11][C:12]2[C:20]3[C:15](=[CH:16][C:17]([Cl:21])=[CH:18][CH:19]=3)[NH:14][C:13]=2[CH3:22])[CH:8]=[C:7]([Br:23])[CH:6]=1)[CH3:2].Br[C:26]1[CH:27]=[N:28][N:29]([CH2:31][CH3:32])[CH:30]=1>>[CH2:1]([O:3][C:4](=[O:24])[C:5]1[CH:10]=[C:9]([S:11][C:12]2[C:20]3[C:15](=[CH:16][C:17]([Cl:21])=[CH:18][CH:19]=3)[N:14]([C:26]3[CH:27]=[N:28][N:29]([CH2:31][CH3:32])[CH:30]=3)[C:13]=2[CH3:22])[CH:8]=[C:7]([Br:23])[CH:6]=1)[CH3:2]. Reported procedure: Prepared according to the procedure described in Example 42, Step 4, using the following starting materials: 3-Bromo-5-(6-chloro-2-methyl-1H-indol-3-ylsulfanyl)-benzoic acid ethyl ester and 4-bromo-1-ethylpyrazole. Reactants: CC#N, CCN(C(C)C)C(C)C, Cn1cccc1C(=O)CCl, O=C(O)C(F)(F)F, CS(=O)(=O)c1ccc(N2CCc3c(OC4CCNCC4)ncnc32)c(F)c1. The product is Cn1cccc1C(=O)CN1CCC(Oc2ncnc3c2CCN3c2ccc(S(C)(=O)=O)cc2F)CC1. As a reaction SMILES: [CH3:54][C:55]#[N:56].[CH:35]([N:36]([CH:37]([CH3:38])[CH3:39])[CH2:40][CH3:41])([CH3:42])[CH3:43].[Cl:44][CH2:45][C:46](=[O:47])[c:48]1[n:49]([CH3:53])[cH:50][cH:51][cH:52]1.[F:1][C:2]([F:3])([F:4])[C:5]([OH:6])=[O:7].[F:8][c:9]1[c:10]([N:19]2[CH2:20][CH2:21][c:22]3[c:23]2[n:24][cH:25][n:26][c:27]3[O:28][CH:29]2[CH2:30][CH2:31][NH:32][CH2:33][CH2:34]2)[cH:11][cH:12][c:13]([S:15](=[O:16])(=[O:17])[CH3:18])[cH:14]1>>[F:8][c:9]1[c:10]([N:19]2[CH2:20][CH2:21][c:22]3[c:23]2[n:24][cH:25][n:26][c:27]3[O:28][CH:29]2[CH2:30][CH2:31][N:32]([CH2:45][C:46](=[O:47])[c:48]3[n:49]([CH3:53])[cH:50][cH:51][cH:52]3)[CH2:33][CH2:34]2)[cH:11][cH:12][c:13]([S:15](=[O:16])(=[O:17])[CH3:18])[cH:14]1.